Dataset: the Open Reaction Database (ORD), a public repository of structured organic reaction records. Task: describe an organic reaction: reactants, conditions, products, and yield Reactants: C1(=CC=CC=C1)NN (phenylhydrazine), FC(C(=O)N(CC(=O)OCC)CP(=O)(OCl)OCl)(F)F (ethyl N-trifluoroacetyl-N-(dichlorophosphonomethyl)glycinate). The solvent is CCOCC (ether), CCOCC (ether). Run at time 2 hour. The product is FC(C(=O)N(CC(=O)OCC)CP(=O)(ONNC1=CC=CC=C1)ONNC1=CC=CC=C1)(F)F (ethyl N-trifluoroacetyl-N-(bis(phenylhydrazino)phosphonomethyl)glycinate). Yield: 11.9%. As a reaction SMILES: [C:1]1([NH:7][NH2:8])[CH:6]=[CH:5][CH:4]=[CH:3][CH:2]=1.[F:9][C:10]([F:28])([F:27])[C:11]([N:13]([CH2:20][P:21]([O:25]Cl)([O:23]Cl)=[O:22])[CH2:14][C:15]([O:17][CH2:18][CH3:19])=[O:16])=[O:12]>CCOCC>[F:9][C:10]([F:28])([F:27])[C:11]([N:13]([CH2:20][P:21]([O:25][NH:8][NH:7][C:1]1[CH:6]=[CH:5][CH:4]=[CH:3][CH:2]=1)([O:23][NH:8][NH:7][C:1]1[CH:6]=[CH:5][CH:4]=[CH:3][CH:2]=1)=[O:22])[CH2:14][C:15]([O:17][CH2:18][CH3:19])=[O:16])=[O:12]. Procedure: To a solution of phenylhydrazine (4.5 g, 0.0423 mole) in 40 ml. of ether was added dropwise with good stirring ethyl N-trifluoroacetyl-N-(dichlorophosphonomethyl)glycinate (3.3 g, 0.01 mole) dissolved in ether. The reaction was stirred at room temperature for two hours, then filtered and the filtrate concentrated in vacuo to give a gum-solid. This was triturated with petroleum ether, then ether. The ether insoluble solid was washed with water to give ethyl N-trifluoroacetyl-N-(bis(phenylhydrazin... Starting materials: [OH-].[K+] (KOH), IC1=CN(C2=NC=C(C=C21)C=2C=C(C=CC2)OS(=O)(=O)C2=CC=C(C=C2)C)S(=O)(=O)C2=CC=C(C=C2)C (toluene-4-sulfonic acid 3-[3-iodo-1-(toluene-4-sulfonyl)-1H-pyrrolo[2,3-b]pyridine-5-yl]-phenyl ester), C([O-])([O-])=O.[K+].[K+] (potassium carbonate), C1(=CC=CC=C1)S (benzenethiol), C(CO)O (ethylene glycol), Cl (HCl). The reagents and catalysts are [Cu]I (copper(I) iodide). The solvent is C(C)(C)O (isopropanol). Run at temperature 80 celsius, time 24 hour. Product: C1(=CC=CC=C1)SC1=CNC2=NC=C(C=C21)C=2C=C(C=CC2)O (3-(3-phenylsulfanyl-1H-pyrrolo[2,3-b]pyridine-5-yl)-phenol). The yield is 17.5%. Reaction SMILES: I[C:2]1[C:10]2[C:5](=[N:6][CH:7]=[C:8]([C:11]3[CH:12]=[C:13]([O:17]S(C4C=CC(C)=CC=4)(=O)=O)[CH:14]=[CH:15][CH:16]=3)[CH:9]=2)[N:4](S(C2C=CC(C)=CC=2)(=O)=O)[CH:3]=1.C(=O)([O-])[O-].[K+].[K+].[C:44]1([SH:50])[CH:49]=[CH:48][CH:47]=[CH:46][CH:45]=1.C(O)CO.[OH-].[K+].Cl>[Cu]I.C(O)(C)C>[C:44]1([S:50][C:2]2[C:10]3[C:5](=[N:6][CH:7]=[C:8]([C:11]4[CH:12]=[C:13]([OH:17])[CH:14]=[CH:15][CH:16]=4)[CH:9]=3)[NH:4][CH:3]=2)[CH:49]=[CH:48][CH:47]=[CH:46][CH:45]=1 |f:1.2.3,6.7|. Reported procedure: To toluene-4-sulfonic acid 3-[3-iodo-1-(toluene-4-sulfonyl)-1H-pyrrolo[2,3-b]pyridine-5-yl]-phenyl ester (50 mg, 0.077 mmol), copper(I) iodide (1.5 mg, 0.004 mmol), and potassium carbonate (16 mg, 0.155 mmol) under nitrogen atmosphere was added isopropanol (0.2 mL), benzenethiol (8 μL, 0.077 mmol), and ethylene glycol (9 uL, 0.155 mmol). The reaction mixture was stirred at 80° C. for 24 h. A (1:1) mixture of 2 M aqueous KOH and MeOh (1 mL) was added, and the reaction mixture was further stirred ... Reactants: C[C@](N)(CCC(=O)O)C(=O)O (racemic a-methylglutamic acid), C(C)B(CC)CC (triethylborane), B (borane). Solvent: C1CCOC1 (THF), C1CCOC1 (THF). Reaction conditions: temperature 0 celsius, time 3 hour. Product: NC(C(=O)O)(CCCO)C (2-Amino-2-methyl-5-hydroxypentanoic acid). Yield: 133.3%. Reaction SMILES: [CH3:1][C@@:2]([C:9]([OH:11])=[O:10])([CH2:4][CH2:5][C:6](O)=[O:7])[NH2:3].C(B(CC)CC)C.B>C1COCC1>[NH2:3][C:2]([CH3:1])([CH2:4][CH2:5][CH2:6][OH:7])[C:9]([OH:11])=[O:10]. Procedure details: Finely ground racemic a-methylglutamic acid (5.0 g, 0.029 mol) was suspended in THF (30 mL), treated with triethylborane (1M in THF, 32.32 mL, 0.032 mol), and heated at reflux for 36 h. After cooling to 0° C. the soln was treated dropwise with borane in THF (1M, 35.26 mL, 0.035 mol) and stirred at 0° C. for 3 h. The mixture was quenched with 5% aq HCl (30 mL), stirred for 0.5 h, concentrated on a rotary evaporator, and the residue dissolved in 5% HCl (44 mL) and heated at reflux for 0.75 h. Afte... Starting materials: [O-]CC.[Na+] (sodium ethoxide), OCC(=O)C1=CC=CC=C1 (2-hydroxyacetophenone), C(C(=O)OCC)(=O)OCC (diethyl oxalate), Cl (HCl). The solvent is C(C)O (ethanol), C(C)O (ethanol), C(C)OCC (ethyl ether), C(C)OCC (ethyl ether). Product: O=C1C=C(OC2=C1C=CC=C2)C(=O)OCC (Ethyl 4-oxo-4H-1-benzopyran-2-carboxylate). Yield: 82.9%. As a reaction SMILES: [O-]CC.[Na+].O[CH2:6][C:7]([C:9]1[CH:14]=[CH:13][CH:12]=[CH:11][CH:10]=1)=[O:8].[C:15](OCC)(=[O:21])[C:16]([O:18][CH2:19][CH3:20])=[O:17].Cl>C(O)C.C(OCC)C>[O:8]=[C:7]1[C:9]2[CH:10]=[CH:11][CH:12]=[CH:13][C:14]=2[O:21][C:15]([C:16]([O:18][CH2:19][CH3:20])=[O:17])=[CH:6]1 |f:0.1|. Reported procedure: A 2,68 M sodium ethoxide solution in ethanol (21,9 ml) was added slowly to a solution of 2-hydroxyacetophenone (1.76 ml, 14.7 mmol) and diethyl oxalate (3.98 ml, 29.4 mmol) in a mixture of dry ethyl ether (20 ml) and absolute ethanol (20 ml). The mixture was stirred under reflux for 3 h. Afterwards it was diluted with ethyl ether (40 ml), added with 1M HCl (25 ml) and extracted with ethyl ether (3×40 ml). The combined ether phases were dried and the solvents were removed by evaporation under red... Starting materials: COc1cc(-c2cccc(C(F)(F)F)c2)cc(C)c1C(=O)O, [Cl-], C1CCN(C2CCNCC2)C1. The product is COc1cc(-c2cccc(C(F)(F)F)c2)cc(C)c1C(=O)N1CCC(N2CCCC2)CC1. As a reaction SMILES: [CH3:1][O:2][c:3]1[cH:4][c:5](-[c:13]2[cH:14][c:15]([C:19]([F:20])([F:21])[F:22])[cH:16][cH:17][cH:18]2)[cH:6][c:7]([CH3:12])[c:8]1[C:9](=[O:10])[OH:11].[Cl-:23].[N:24]1([CH:29]2[CH2:30][CH2:31][NH:32][CH2:33][CH2:34]2)[CH2:25][CH2:26][CH2:27][CH2:28]1>>[CH3:1][O:2][c:3]1[cH:4][c:5](-[c:13]2[cH:14][c:15]([C:19]([F:20])([F:21])[F:22])[cH:16][cH:17][cH:18]2)[cH:6][c:7]([CH3:12])[c:8]1[C:9](=[O:10])[N:32]1[CH2:31][CH2:30][CH:29]([N:24]2[CH2:25][CH2:26][CH2:27][CH2:28]2)[CH2:34][CH2:33]1. Reactants: CC(C)(C)[O-], CO, NC(=O)CCl, O=Cc1ccc(O)c(Cl)c1, [K+]. Product: NC(=O)COc1ccc(C=O)cc1Cl. As a reaction SMILES: [CH3:11][C:12]([CH3:13])([O-:14])[CH3:15].[CH3:22][OH:23].[Cl:17][CH2:18][C:19](=[O:20])[NH2:21].[Cl:1][c:2]1[cH:3][c:4]([CH:5]=[O:6])[cH:7][cH:8][c:9]1[OH:10].[K+:16]>>[Cl:1][c:2]1[cH:3][c:4]([CH:5]=[O:6])[cH:7][cH:8][c:9]1[O:10][CH2:18][C:19](=[O:20])[NH2:21].